Dataset: the Open Reaction Database (ORD), a public repository of structured organic reaction records. Task: describe an organic reaction: reactants, conditions, products, and yield As a reaction SMILES: [CH3:1][CH2:2][OH:3].[CH3:34][S:35]([CH3:36])=[O:37].[Cl:4][c:5]1[cH:6][cH:7][c:8]2[c:9]([C:14]3=[CH:19][CH2:18][NH:17][CH2:16][CH2:15]3)[cH:10][nH:11][c:12]2[cH:13]1.[O:20]1[CH:21]([CH2:23][O:24][c:25]2[c:26]3[cH:27][cH:28][nH:29][c:30]3[cH:31][cH:32][cH:33]2)[CH2:22]1>>[Cl:4][c:5]1[cH:6][cH:7][c:8]2[c:9]([C:14]3=[CH:19][CH2:18][N:17]([CH2:22][CH:21]([OH:20])[CH2:23][O:24][c:25]4[c:26]5[cH:27][cH:28][nH:29][c:30]5[cH:31][cH:32][cH:33]4)[CH2:16][CH2:15]3)[cH:10][nH:11][c:12]2[cH:13]1. Product: OC(COc1cccc2[nH]ccc12)CN1CC=C(c2c[nH]c3cc(Cl)ccc23)CC1. Starting materials: CCO, CS(C)=O, Clc1ccc2c(C3=CCNCC3)c[nH]c2c1, c1cc(OCC2CO2)c2cc[nH]c2c1. Reactants: ClCCC1=NOC(=N1)C (3-(2-chloroethyl)-5-methyl-1,2,4-oxadiazole), [Na].N1(C)C(=O)N(C)C=2N=CNC2C1=O (theophylline sodium). The solvent is C(C)(C)O (isopropylalcohol). Product: CC1=NC(=NO1)CCN1C=NC=2N(C(N(C)C(C12)=O)=O)C (7-[2-(5-methyl-1,2,4-oxadiazol-3-yl)-ethan-1-yl]-theophylline). Yield: 91.0%. RXN SMILES: Cl[CH2:2][CH2:3][C:4]1[N:8]=[C:7]([CH3:9])[O:6][N:5]=1.[Na].[N:11]1([C:22](=[O:23])[C:21]2[NH:20][CH:19]=[N:18][C:17]=2[N:15]([CH3:16])[C:13]1=[O:14])[CH3:12]>C(O)(C)C>[CH3:9][C:7]1[O:6][N:5]=[C:4]([CH2:3][CH2:2][N:20]2[C:21]3[C:22](=[O:23])[N:11]([CH3:12])[C:13](=[O:14])[N:15]([CH3:16])[C:17]=3[N:18]=[CH:19]2)[N:8]=1 |f:1.2,^1:9|. Reported procedure: 2.92 g. of 3-(2-chloroethyl)-5-methyl-1,2,4-oxadiazole, 50 cm3 isopropylalcohol and 4.0 g. of theophylline sodium are heated for 8 hours. 5.3 g. (91% yield) 7-[2-(5-methyl-1,2,4-oxadiazol-3-yl)-ethan-1-yl]-theophylline are obtained, m.p.: 113°-114° C. (water). Starting materials: NC=1C=C(C(=O)O)C=CC1 (3-aminobenzoic acid), C1=C(C=CC2=CC=CC=C12)S(=O)(=O)Cl (2-naphthylsulfonyl chloride). The product is C1=C(C=CC2=CC=CC=C12)S(=O)(=O)NC=1C=C(C(=O)O)C=CC1 (3-(2-Naphthylsulfonamido)benzoic acid). Isolated yield 90.4%. Reaction SMILES: [NH2:1][C:2]1[CH:3]=[C:4]([CH:8]=[CH:9][CH:10]=1)[C:5]([OH:7])=[O:6].[CH:11]1[C:20]2[C:15](=[CH:16][CH:17]=[CH:18][CH:19]=2)[CH:14]=[CH:13][C:12]=1[S:21](Cl)(=[O:23])=[O:22]>>[CH:11]1[C:20]2[C:15](=[CH:16][CH:17]=[CH:18][CH:19]=2)[CH:14]=[CH:13][C:12]=1[S:21]([NH:1][C:2]1[CH:3]=[C:4]([CH:8]=[CH:9][CH:10]=1)[C:5]([OH:7])=[O:6])(=[O:22])=[O:23]. Procedure details: 5 g (35.5 mmol) of 3-aminobenzoic acid and 8.3 g (36.5 mmol) of 2-naphthylsulfonyl chloride were reacted by the method of procedure 4b, affording 10.5 g (89%) of the product.